Dataset: the Open Reaction Database (ORD), a public repository of structured organic reaction records. Task: describe an organic reaction: reactants, conditions, products, and yield The reactants are C1(=C(C(=CC(=C1)C)C)[Mg]Br)C (mesitylmagnesium bromide), CC(=O)C (acetone), [NH4+].[Cl-] (NH4Cl). Run in O (water). Run at temperature 0 celsius, time 4 hour. Product: CC1=C(C(=CC(=C1)C)C)C(C)(C)O (2-(2,4,6-trimethyl-phenyl)-propan-2-ol). RXN SMILES: [C:1]1([CH3:11])[CH:6]=[C:5]([CH3:7])[CH:4]=[C:3]([CH3:8])[C:2]=1[Mg]Br.[CH3:12][C:13]([CH3:15])=[O:14].[NH4+].[Cl-]>O>[CH3:11][C:1]1[CH:6]=[C:5]([CH3:7])[CH:4]=[C:3]([CH3:8])[C:2]=1[C:13]([OH:14])([CH3:15])[CH3:12] |f:2.3|. Procedure details: According to Example 3, mesitylmagnesium bromide (1.20 M in THF; 1.83 mL; 2.20 mmol; 1.10 equiv) was placed in a flame dried schlenk flask under an argon atmosphere and cooled to 0° C. At this temperature, LaCl3.2LiCl (0.33 M; 6.06 mL, 2.00 mmol, 1.00 equiv) was slowly added. The resulting mixture was allowed to warm up to room temperature and stirred for 4 h. Then, after cooling to 0° C., acetone (116 mg; 2.00 mmol) was added and the reaction was warmed up to room temperature and stirred for an...